From a dataset of the Open Reaction Database (ORD), a public repository of structured organic reaction records. describe an organic reaction: reactants, conditions, products, and yield Starting materials: C(C=C)N1C(COC2=C1C=CC=C2)=O (4-allyl-4H-benzo[1,4]oxazin-3-one), ClC1=C(C=CC(=C1)OC)CC(=O)Cl ((2-chloro-4-methoxy-phenyl)-acetyl chloride), [Al+3].[Cl-].[Cl-].[Cl-] (AlCl3). Run in ClCCCl (1,2-dichloroethane). The product is C(C=C)N1C(COC2=C1C=C(C=C2)C(CC2=C(C=C(C=C2)OC)Cl)=O)=O (4-Allyl-6-[2-(2-chloro-4-methoxy-phenyl)-acetyl]-4H-benzo[1,4]oxazin-3-one). Reaction SMILES: [CH2:1]([N:4]1[C:9]2[CH:10]=[CH:11][CH:12]=[CH:13][C:8]=2[O:7][CH2:6][C:5]1=[O:14])[CH:2]=[CH2:3].[Cl:15][C:16]1[CH:21]=[C:20]([O:22][CH3:23])[CH:19]=[CH:18][C:17]=1[CH2:24][C:25](Cl)=[O:26].[Al+3].[Cl-].[Cl-].[Cl-]>ClCCCl>[CH2:1]([N:4]1[C:9]2[CH:10]=[C:11]([C:25](=[O:26])[CH2:24][C:17]3[CH:18]=[CH:19][C:20]([O:22][CH3:23])=[CH:21][C:16]=3[Cl:15])[CH:12]=[CH:13][C:8]=2[O:7][CH2:6][C:5]1=[O:14])[CH:2]=[CH2:3] |f:2.3.4.5|. Procedure: In analogy to Example 56, step 1, 4-allyl-4H-benzo[1,4]oxazin-3-one (18.8 g) was reacted with (2-chloro-4-methoxy-phenyl)-acetyl chloride and AlCl3 in 1,2-dichloroethane 3 h at 0° C. The crude product was purified by column chromatography (silica gel, heptane/AcOEt 6:1) to give the title compound (10.6 g) as a white solid. MS (m/e)=372.2 [M+H+]. The reactants are O=C([O-])[O-], CN(C)C=O, CCOC(C)=O, Clc1nc2cc(Br)ccc2s1, Cl, Cl, [K+], [K+], C1CCN(C2CCNC2)CC1, O. Product: Brc1ccc2sc(N3CCC(N4CCCCC4)C3)nc2c1. As a reaction SMILES: [C:25](=[O:26])([O-:27])[O-:28].[CH3:32][N:33]([CH3:34])[CH:35]=[O:36].[CH3:37][CH2:38][O:39][C:40](=[O:41])[CH3:42].[Cl:1][c:2]1[s:3][c:4]2[c:5]([n:6]1)[cH:7][c:8]([Br:11])[cH:9][cH:10]2.[ClH:12].[ClH:13].[K+:29].[K+:30].[NH:14]1[CH2:15][CH:16]([N:19]2[CH2:20][CH2:21][CH2:22][CH2:23][CH2:24]2)[CH2:17][CH2:18]1.[OH2:31]>>[c:2]1([N:14]2[CH2:15][CH:16]([N:19]3[CH2:20][CH2:21][CH2:22][CH2:23][CH2:24]3)[CH2:17][CH2:18]2)[s:3][c:4]2[c:5]([n:6]1)[cH:7][c:8]([Br:11])[cH:9][cH:10]2.